This data is from the Open Reaction Database (ORD), a public repository of structured organic reaction records. The task is: describe an organic reaction: reactants, conditions, products, and yield The yield is 47.5%. Run at time 30 minute. The reactants are C([O-])(O)=O.[Na+] (sodium bicarbonate), C(#N)C=1C=CC=2N(C1)C(=CN2)C(=O)[O-].[Li+] (Lithium 6-cyanoimidazo[1,2-a]pyridine-3-carboxylate), CC1=NN(C=2C=CC=C(C12)N)CC1=NC(=CC=C1)C (3-methyl-1-((6-methylpyridin-2-yl)methyl)-1H-indazol-4-amine), ClC1=C(C(=O)Cl)C(=CC(=C1)Cl)Cl (2,4,6-trichlorobenzoyl chloride). Yields the product C(#N)C=1C=CC=2N(C1)C(=CN2)C(=O)NC2=C1C(=NN(C1=CC=C2)CC2=NC(=CC=C2)C)C (6-cyano-N-(3-methyl-1-((6-methylpyridin-2-yl)methyl)-1H-indazol-4-yl)imidazo[1,2-a]pyridine-3-carboxamide). Run in CN1CCCC1=O (NMP). RXN SMILES: [C:1]([C:3]1[CH:4]=[CH:5][C:6]2[N:7]([C:9]([C:12]([O-:14])=O)=[CH:10][N:11]=2)[CH:8]=1)#[N:2].[Li+].ClC1C=C(Cl)C=C(Cl)C=1C(Cl)=O.[CH3:28][C:29]1[C:37]2[C:36]([NH2:38])=[CH:35][CH:34]=[CH:33][C:32]=2[N:31]([CH2:39][C:40]2[CH:45]=[CH:44][CH:43]=[C:42]([CH3:46])[N:41]=2)[N:30]=1.C(=O)(O)[O-].[Na+]>CN1C(=O)CCC1>[C:1]([C:3]1[CH:4]=[CH:5][C:6]2[N:7]([C:9]([C:12]([NH:38][C:36]3[CH:35]=[CH:34][CH:33]=[C:32]4[C:37]=3[C:29]([CH3:28])=[N:30][N:31]4[CH2:39][C:40]3[CH:45]=[CH:44][CH:43]=[C:42]([CH3:46])[N:41]=3)=[O:14])=[CH:10][N:11]=2)[CH:8]=1)#[N:2] |f:0.1,4.5|. Reported procedure: Lithium 6-cyanoimidazo[1,2-a]pyridine-3-carboxylate (138 mg, 0.7 mmol) was dissolved in anhydrous NMP (3.6 mL) and 2,4,6-trichlorobenzoyl chloride (115 mL, 0.7 mmol) added drop-wise. The mixture was stirred at ambient temperature for 30 minutes. 3-methyl-1-((6-methylpyridin-2-yl)methyl)-1H-indazol-4-amine (186 mg, 0.7 mmol) was then added in one portion and the reaction heated to 80° C. in a sand bath for 6 hours. Saturated sodium bicarbonate was added until precipitate formed and allowed to sti... Reactants: C(C)(CC)[Li] (sec-Butyl-lithium), ClC=1C=CC(=C(CNC(OC(C)(C)C)=O)C1)C (tert-butyl 5-chloro-2-methylbenzylcarbamate), COC1=CC=C(C=C1)N=CC(F)(F)F (N-(4-methoxyphenyl)-N-(2,2,2-trifluoroethylidene)amine). The solvent is C1CCOC1 (THF). Product: ClC=1C=CC(=C(CNC(OC(C)(C)C)=O)C1)CC(C(F)(F)F)NC1=CC=C(C=C1)OC (tert-butyl 5-chloro-2-{2-[(4-methoxyphenyl)amino]-3,3,3-trifluoropropyl}benzylcarbamate). The yield is 41.5%. Reaction SMILES: C([Li])(CC)C.[Cl:6][C:7]1[CH:8]=[CH:9][C:10]([CH3:22])=[C:11]([CH:21]=1)[CH2:12][NH:13][C:14](=[O:20])[O:15][C:16]([CH3:19])([CH3:18])[CH3:17].[CH3:23][O:24][C:25]1[CH:30]=[CH:29][C:28]([N:31]=[CH:32][C:33]([F:36])([F:35])[F:34])=[CH:27][CH:26]=1>C1COCC1>[Cl:6][C:7]1[CH:8]=[CH:9][C:10]([CH2:22][CH:32]([NH:31][C:28]2[CH:29]=[CH:30][C:25]([O:24][CH3:23])=[CH:26][CH:27]=2)[C:33]([F:35])([F:34])[F:36])=[C:11]([CH:21]=1)[CH2:12][NH:13][C:14](=[O:20])[O:15][C:16]([CH3:17])([CH3:18])[CH3:19]. Procedure details: sec-Butyl-lithium (1.3 M in cyclohexane, 21.72 mL) was added to a stirred solution of tert-butyl 5-chloro-2-methylbenzylcarbamate (3.61 g, 14.12 mmol) in THF (30 mL) at −78° C. under nitrogen to give a deep red solution. After 10 min N-(4-methoxyphenyl)-N-(2,2,2-trifluoroethylidene)amine (3.01 g, 14.12 mmol) was added and after a further 5 min the solution was quenched with excess saturated aqueous NH4Cl and warmed to ambient temperature. The solution was partitioned between EtOAc and brine. The... Reactants: CC(C)(C)OC(=O)N1CCNCC1, CCN=C=NCCCN(C)C, CCN(C(C)C)C(C)C, Cl, O=C(O)c1cc(F)ccc1C(F)(F)F, CN(C)C=O, O, On1nnc2ccccc21. Yields the product CC(C)(C)OC(=O)N1CCN(C(=O)c2cc(F)ccc2C(F)(F)F)CC1. RXN SMILES: [C:46]([CH3:47])([CH3:48])([CH3:49])[O:50][C:51](=[O:52])[N:53]1[CH2:54][CH2:55][NH:56][CH2:57][CH2:58]1.[CH3:34][CH2:35][N:36]=[C:37]=[N:38][CH2:39][CH2:40][CH2:41][N:42]([CH3:43])[CH3:44].[CH:11]([N:12]([CH2:13][CH3:14])[CH:15]([CH3:16])[CH3:17])([CH3:18])[CH3:19].[ClH:45].[F:20][c:21]1[cH:22][cH:23][c:24]([C:30]([F:31])([F:32])[F:33])[c:25]([C:26](=[O:27])[OH:28])[cH:29]1.[O:59]=[CH:60][N:61]([CH3:62])[CH3:63].[OH2:64].[OH:1][n:2]1[c:3]2[c:4]([cH:5][cH:6][cH:7][cH:8]2)[n:9][n:10]1>>[F:20][c:21]1[cH:22][cH:23][c:24]([C:30]([F:31])([F:32])[F:33])[c:25]([C:26](=[O:28])[N:56]2[CH2:55][CH2:54][N:53]([C:51]([O:50][C:46]([CH3:47])([CH3:48])[CH3:49])=[O:52])[CH2:58][CH2:57]2)[cH:29]1. Reactants: CCS, CN(C)C=O, CCCc1c(O)ccc2oc(Cc3ccc(OC)cc3)c(C)c12, [H-], [Na+], O=C(O)CC(O)(CC(=O)O)C(=O)O. The product is CCCc1c(O)ccc2oc(Cc3ccc(O)cc3)c(C)c12. As a reaction SMILES: [CH2:1]([SH:2])[CH3:3].[CH3:42][N:43]([CH3:44])[CH:45]=[O:46].[CH3:6][O:7][c:8]1[cH:9][cH:10][c:11]([CH2:12][c:13]2[o:14][c:15]3[c:16]([c:17]2[CH3:18])[c:19]([CH2:24][CH2:25][CH3:26])[c:20]([OH:23])[cH:21][cH:22]3)[cH:27][cH:28]1.[H-:4].[Na+:5].[OH:29][C:30]([CH2:31][C:32]([C:33](=[O:34])[OH:35])([CH2:36][C:37](=[O:38])[OH:39])[OH:40])=[O:41]>>[OH:7][c:8]1[cH:9][cH:10][c:11]([CH2:12][c:13]2[o:14][c:15]3[c:16]([c:17]2[CH3:18])[c:19]([CH2:24][CH2:25][CH3:26])[c:20]([OH:23])[cH:21][cH:22]3)[cH:27][cH:28]1. Starting materials: OC=1C=C(C(=O)O)C=CC1O (3,4-dihydroxy benzoic acid), CO (methyl alcohol), S(O)(O)(=O)=O (sulfuric acid). The solvent is O (water). Product: COC(C1=CC(=C(C=C1)O)O)=O (3,4-Dihydroxy benzoic acid methyl ester). As a reaction SMILES: [OH:1][C:2]1[CH:3]=[C:4]([CH:8]=[CH:9][C:10]=1[OH:11])[C:5]([OH:7])=[O:6].[CH3:12]O.S(=O)(=O)(O)O>O>[CH3:12][O:6][C:5](=[O:7])[C:4]1[CH:8]=[CH:9][C:10]([OH:11])=[C:2]([OH:1])[CH:3]=1. Reported procedure: A mixture of 100 g of 3,4-dihydroxy benzoic acid, 600 ml methyl alcohol and 10 ml of concentrated sulfuric acid is heated at reflux for 18 hours. The reaction mixture is cooled to room temperature, poured into water and extracted with methylene chloride. The organic layer is washed with saturated sodium bicarbonate and sodium chloride, dried and concentrated in vacuo to give 50.6 g of the desired product.